describe an organic reaction: reactants, conditions, products, and yield From a dataset of the Open Reaction Database (ORD), a public repository of structured organic reaction records. Conditions: temperature 80 celsius. Reported procedure: To a mixture of 0.26 g (1.15 mmol) 1-phenyl-1,3,8-triaza-spiro[4.5]decan-4-one in 2 ml AcOH were added 0.2 g (1.15 mmol) rac-2-phenylcyclohexanone followed by the dropwise addition of 0.86 ml (5.75 mmol) trimethylsilyl cyanide. The resulting mixture was heated to 80° C. overnight. The reaction mixture was poured onto 200 ml iced sodium hydroxide (25%,) and the resulting colorless solid filtered off. The solid was dissolved in 50 ml dichloromethane and washed with 40 ml water, dried over Na2SO4, ... Product: O=C1NCN(C12CCN(CC2)C2(C(CCCC2)C2=CC=CC=C2)C#N)C2=CC=CC=C2 (1-(4-Oxo-1-phenyl-1,3,8-triaza-spiro[4.5]dec-8-yl)-2-phenyl-cyclohexanecarbonitrile). Solvent: CC(=O)O (AcOH). As a reaction SMILES: [C:1]1([N:7]2[C:11]3([CH2:16][CH2:15][NH:14][CH2:13][CH2:12]3)[C:10](=[O:17])[NH:9][CH2:8]2)[CH:6]=[CH:5][CH:4]=[CH:3][CH:2]=1.[C:18]1([CH:24]2[CH2:29][CH2:28][CH2:27][CH2:26][C:25]2=O)[CH:23]=[CH:22][CH:21]=[CH:20][CH:19]=1.C[Si]([C:35]#[N:36])(C)C.[OH-].[Na+]>CC(O)=O>[O:17]=[C:10]1[C:11]2([CH2:12][CH2:13][N:14]([C:25]3([C:35]#[N:36])[CH2:26][CH2:27][CH2:28][CH2:29][CH:24]3[C:18]3[CH:19]=[CH:20][CH:21]=[CH:22][CH:23]=3)[CH2:15][CH2:16]2)[N:7]([C:1]2[CH:2]=[CH:3][CH:4]=[CH:5][CH:6]=2)[CH2:8][NH:9]1 |f:3.4|. The reactants are [OH-].[Na+] (sodium hydroxide), C1(=CC=CC=C1)N1CNC(C12CCNCC2)=O (1-phenyl-1,3,8-triaza-spiro[4.5]decan-4-one), C[Si](C)(C)C#N (trimethylsilyl cyanide), C1(=CC=CC=C1)C1C(CCCC1)=O (rac-2-phenylcyclohexanone). Reactants: C(C)(=O)OCC(COC(C)=O)(CCC1=CC=C(C=C1)C1=CC=C(C=C1)C1=NOC(=C1)CCC)NC(C)=O (Acetic acid 2-acetoxymethyl-2-acetylamino-4-[4′-(5-propyl-isoxazol-3-yl)-biphenyl-4-yl]butyl ester), [Li+].[OH-] (LiOH). The solvent is C1CCOC1 (THF), O (H2O). Product: NC(CO)(CO)CCC1=CC=C(C=C1)C1=CC=C(C=C1)C1=NOC(=C1)CCC (2-Amino-2-{2-[4′-(5-propyl-isoxazol-3-yl)-biphenyl-4-yl]ethyl}propane-1,3-diol). As a reaction SMILES: C([O:4][CH2:5][C:6]([NH:34]C(=O)C)([CH2:12][CH2:13][C:14]1[CH:19]=[CH:18][C:17]([C:20]2[CH:25]=[CH:24][C:23]([C:26]3[CH:30]=[C:29]([CH2:31][CH2:32][CH3:33])[O:28][N:27]=3)=[CH:22][CH:21]=2)=[CH:16][CH:15]=1)[CH2:7][O:8]C(=O)C)(=O)C.[Li+].[OH-]>C1COCC1.O>[NH2:34][C:6]([CH2:12][CH2:13][C:14]1[CH:15]=[CH:16][C:17]([C:20]2[CH:25]=[CH:24][C:23]([C:26]3[CH:30]=[C:29]([CH2:31][CH2:32][CH3:33])[O:28][N:27]=3)=[CH:22][CH:21]=2)=[CH:18][CH:19]=1)([CH2:7][OH:8])[CH2:5][OH:4] |f:1.2|. Reported procedure: Acetic acid 2-acetoxymethyl-2-acetylamino-4-[4′-(5-propyl-isoxazol-3-yl)-biphenyl-4-yl]butyl ester (0.1 mmol) is dissolved in THF (1 mL) and treated with 2 N LiOH aqueous solution (0.5 mL). The resulting mixture is stirred at reflux for 1 h and diluted with H2O (10 mL). It is then extracted with EtOAc (3×5 mL) and the combined organic phase is washed with brine and dried over Na2SO4. After concentrated, the crude product is purified with LC-MS to give the desired product as a white solid. 1H NMR... Starting materials: N([C@@H](CCSC)C(=O)N[C@@H](CC(C)C)C(=O)NCC(=O)O)C(=O)OC(C)(C)C (BOC-Met-Leu-Gly-OH). Run in FC(C(=O)O)(F)F (trifluoracetic acid). Reaction conditions: time 1 hour. Yields the product N[C@@H](CCSC)C(=O)N[C@@H](CC(C)C)C(=O)NCC(=O)O (H-Met-Leu-Gly-OH). As a reaction SMILES: [NH:1](C(OC(C)(C)C)=O)[C@H:2]([C:7]([NH:9][C@H:10]([C:15]([NH:17][CH2:18][C:19]([OH:21])=[O:20])=[O:16])[CH2:11][CH:12]([CH3:14])[CH3:13])=[O:8])[CH2:3][CH2:4][S:5][CH3:6]>FC(F)(F)C(O)=O>[NH2:1][C@H:2]([C:7]([NH:9][C@H:10]([C:15]([NH:17][CH2:18][C:19]([OH:21])=[O:20])=[O:16])[CH2:11][CH:12]([CH3:14])[CH3:13])=[O:8])[CH2:3][CH2:4][S:5][CH3:6]. Procedure: 6.9 g of BOC-Met-Leu-Gly-OH are dissolved in 70 ml of 90 % strength trifluoracetic acid and left to stand for one hour at 20°C. Thereafter the solution is concentrated, mixed with 150 ml of ether whilst stirring and left to stand overnight at -10°C. The resulting precipitate is filtered off and again stirred with 100 ml of ether, filtered off, twice washed with ether and dried in vacuo over sodium hydroxide. Melting point 134°-135°C; Rf7 = 0.52 (on silica gel).